Dataset: the Open Reaction Database (ORD), a public repository of structured organic reaction records. Task: describe an organic reaction: reactants, conditions, products, and yield Starting materials: ice water, [H-].[Na+] (sodium hydride), ice water, IC=1C=C(CO)C=CC1 (3-iodobenzyl alcohol), FC1=C(C#N)C(=CC=C1)F (2,6-difluorobenzonitrile), ice water. Run in CN(C)C=O (DMF), CN(C)C=O (DMF), CN(C)C=O (DMF). Reaction conditions: time 30 minute. Product: FC1=C(C#N)C(=CC=C1)OCC1=CC(=CC=C1)I (2-fluoro-6-(3-iodobenzyloxy)-benzonitrile). Yield: 73.2%. RXN SMILES: [H-].[Na+].[I:3][C:4]1[CH:5]=[C:6]([CH:9]=[CH:10][CH:11]=1)[CH2:7][OH:8].[F:12][C:13]1[CH:20]=[CH:19][CH:18]=[C:17](F)[C:14]=1[C:15]#[N:16]>CN(C=O)C>[F:12][C:13]1[CH:20]=[CH:19][CH:18]=[C:17]([O:8][CH2:7][C:6]2[CH:9]=[CH:10][CH:11]=[C:4]([I:3])[CH:5]=2)[C:14]=1[C:15]#[N:16] |f:0.1|. Reported procedure: To a cold (ice water) suspension of sodium hydride (316 mg; 7.9 mmol) in anhydrous DMF (10 mL) is added a solution of 3-iodobenzyl alcohol (1.85 g; 7.9 mmol) in anhydrous DMF (5 mL) over 30 minutes. After allowing to room temperature over 30 minutes, this solution is added to a cold (ice water) stirred solution of 2,6-difluorobenzonitrile (1.0 g; 7.2 mmol) in anhydrous DMF (15 mL), and allowed to room temperature over 2 hours. The reaction mixture is poured into ice water with vigorous stirring ... The reactants are B1(OC(C(O1)(C)C)(C)C)C2=CC=C(C=C2)CN3CCOCC3 (4-(4-morpholinomethyl)phenylboronic acid pinacol ester), IC1=CC2=C(NC3=C2C=C(N=C3)Br)N=C1 (3-iodo-6-bromo-9H-dipyrido[2,3-b;4′,3′-d]pyrrole), 1,1′-[bis(diphenylphosphino)ferrocene]dichloropalladium(II). Run in C([O-])([O-])=O.[Na+].[Na+] (sodium carbonate), CC1OCCC1 (2-methyltetrahyrdofuran), C(C)(=O)OCC (ethyl acetate). Conditions: temperature 85 celsius. Product: BrC1=CC=2C3=C(NC2C=N1)N=CC(=C3)C3=CC=C(C=C3)CN3CCOCC3 (6-Bromo-3-(4-morpholin-4-ylmethylphenyl)-9H-dipyrido[2,3-b;4′,3′-d]pyrrole). Yield: 30.2%. As a reaction SMILES: B1([C:10]2[CH:15]=[CH:14][C:13]([CH2:16][N:17]3[CH2:22][CH2:21][O:20][CH2:19][CH2:18]3)=[CH:12][CH:11]=2)OC(C)(C)C(C)(C)O1.I[C:24]1[CH:37]=[N:36][C:27]2[NH:28][C:29]3[CH:34]=[N:33][C:32]([Br:35])=[CH:31][C:30]=3[C:26]=2[CH:25]=1>C(=O)([O-])[O-].[Na+].[Na+].CC1CCCO1.C(OCC)(=O)C>[Br:35][C:32]1[N:33]=[CH:34][C:29]2[NH:28][C:27]3[N:36]=[CH:37][C:24]([C:10]4[CH:11]=[CH:12][C:13]([CH2:16][N:17]5[CH2:18][CH2:19][O:20][CH2:21][CH2:22]5)=[CH:14][CH:15]=4)=[CH:25][C:26]=3[C:30]=2[CH:31]=1 |f:2.3.4|. Procedure details: A degassed mixture of 4-(4-morpholinomethyl)phenylboronic acid pinacol ester (486 mg, 1.61 mmol), 3-iodo-6-bromo-9H-dipyrido[2,3-b;4′,3′-d]pyrrole (400 mg, 1.07 mmol), 1,1′-[bis(diphenylphosphino)ferrocene]dichloropalladium(II) (131 mg, 0.16 mmol) in 2N aqueous sodium carbonate solution (8 mL) and 2-methyltetrahyrdofuran (16 mL) was heated at 85° C. for 18 h. The cooled reaction mixture was diluted with ethyl acetate (100 mL) and washed with water (75 mL). The organic phase was separated, dried ...